This data is from the Open Reaction Database (ORD), a public repository of structured organic reaction records. The task is: describe an organic reaction: reactants, conditions, products, and yield Reactants: O=C(NCC1CCCN(CCc2ccc(F)cc2)C1)OCc1ccccc1, CO, [H][H]. Product: NCC1CCCN(CCc2ccc(F)cc2)C1. RXN SMILES: [CH2:1]([O:2][C:3](=[O:4])[NH:10][CH2:11][CH:12]1[CH2:13][N:14]([CH2:18][CH2:19][c:20]2[cH:21][cH:22][c:23]([F:26])[cH:24][cH:25]2)[CH2:15][CH2:16][CH2:17]1)[c:5]1[cH:6][cH:7][cH:8][cH:9][cH:27]1.[CH3:30][OH:31].[H:28][H:29]>>[NH2:10][CH2:11][CH:12]1[CH2:13][N:14]([CH2:18][CH2:19][c:20]2[cH:21][cH:22][c:23]([F:26])[cH:24][cH:25]2)[CH2:15][CH2:16][CH2:17]1. Starting materials: C(C(C)C)N1C(N(C(=C1C)CCCCC)CC1=CC=C(C=C1)C=1C=NC=CC1C1=NN=NN1)=O (1-isobutyl-4-pentyl-5-methyl-1,3-dihydro-3-[[4-[4-(1H-tetrazol-5-yl)-3-pyridinyl]phenyl]methyl]-2H-imidazol-2-one), C(C)(C)(C)N1C(N(C(=C1C)CCCCC)CC1=CC=C(C=C1)C=1C=NC=CC1C1=NN=NN1)=O (1-tertbutyl-4-pentyl-5-methyl-1,3-dihydro-3-[[4-[4-(1H-tetrazol-5-yl)-3-pyridinyl]phenyl]methyl]-2H-imidazol-2-one). Product: C(C)(CC)N1C(N(C(=C1C)CCCCC)CC1=CC=C(C=C1)C=1C=NC=CC1C1=NN=NN1)=O (1-secbutyl-4-pentyl-5-methyl-1,3-dihydro-3-[[4-[4-(1H-tetrazol-5-yl)-3-pyridinyl]phenyl]methyl]-2H-imidazol-2-one). As a reaction SMILES: [CH2:1]([N:5]1[C:9]([CH3:10])=[C:8]([CH2:11][CH2:12][CH2:13][CH2:14][CH3:15])[N:7]([CH2:16][C:17]2[CH:22]=[CH:21][C:20]([C:23]3[CH:24]=[N:25][CH:26]=[CH:27][C:28]=3[C:29]3[NH:33][N:32]=[N:31][N:30]=3)=[CH:19][CH:18]=2)[C:6]1=[O:34])[CH:2](C)[CH3:3].[C:35](N1C(C)=C(CCCCC)N(CC2C=CC(C3C=NC=CC=3C3NN=NN=3)=CC=2)C1=O)(C)(C)C>>[CH:1]([N:5]1[C:9]([CH3:10])=[C:8]([CH2:11][CH2:12][CH2:13][CH2:14][CH3:15])[N:7]([CH2:16][C:17]2[CH:18]=[CH:19][C:20]([C:23]3[CH:24]=[N:25][CH:26]=[CH:27][C:28]=3[C:29]3[NH:30][N:31]=[N:32][N:33]=3)=[CH:21][CH:22]=2)[C:6]1=[O:34])([CH2:2][CH3:3])[CH3:35]. Procedure details: 1-isobutyl-4-pentyl-5-methyl-1,3-dihydro-3-[[4-[4-(1H-tetrazol-5-yl)-3-pyridinyl]phenyl]methyl]-2H-imidazol-2-one, 1-tertbutyl-4-pentyl-5-methyl-1,3-dihydro-3-[[4-[4-(1H-tetrazol-5-yl)-3-pyridinyl]phenyl]methyl]-2H-imidazol-2-one; Starting materials: O (Water), FC(S(=O)(=O)OC1=CC=2C=3C(C(=NSCC13)N(C(=O)OC(C)(C)C)C(=O)OC(C)(C)C)=NN(N2)CC2=NC=C(C(=C2C)OC)C)(F)F (4-[Bis(tert-butoxycarbonyl)amino]-2-[(4-methoxy-3,5-dimethylpyridin-2-yl)methyl]-2,7-dihydro-6-thia-1,2,3,5-tetraazabenzo[cd]azulen-8-yl trifluoromethanesulfonate), N1=CN=CC(=C1)B(O)O (Pyrimidine-5-boronic acid), C([O-])([O-])=O.[Na+].[Na+] (sodium carbonate). The reagents and catalysts are C1([P]([Pd][P](C2=CC=CC=C2)(C3=CC=CC=C3)C4=CC=CC=C4)(C5=CC=CC=C5)C6=CC=CC=C6)=CC=CC=C1 (bis(triphenylphosphine)palladium). Solvent: O1CCOCC1 (1,4-dioxane). Conditions: temperature 40 celsius, time 2 hour. The product is COC1=C(C(=NC=C1C)CN1N=C2C=3C(C=C(C3CSN=C2N(C(=O)OC(C)(C)C)C(=O)OC(C)(C)C)C=2C=NC=NC2)=N1)C (Di-tert-butyl {2-[(4-methoxy-3,5-dimethylpyridin-2-yl)methyl]-8-pyrimidin-5-yl-2,7-dihydro-6-thia-1,2,3,5-tetraazabenzo[cd]azulen-4-yl}imidodicarbonate). Yield: 100.0%. As a reaction SMILES: FC(F)(F)S(O[C:7]1[C:16]2[CH2:15][S:14][N:13]=[C:12]([N:17]([C:25]([O:27][C:28]([CH3:31])([CH3:30])[CH3:29])=[O:26])[C:18]([O:20][C:21]([CH3:24])([CH3:23])[CH3:22])=[O:19])[C:11]3=[N:32][N:33]([CH2:35][C:36]4[C:41]([CH3:42])=[C:40]([O:43][CH3:44])[C:39]([CH3:45])=[CH:38][N:37]=4)[N:34]=[C:9]([C:10]=23)[CH:8]=1)(=O)=O.[N:48]1[CH:53]=[C:52](B(O)O)[CH:51]=[N:50][CH:49]=1.C(=O)([O-])[O-].[Na+].[Na+].O>O1CCOCC1.C1(C=CC=CC=1)[P](C1C=CC=CC=1)(C1C=CC=CC=1)[Pd][P](C1C=CC=CC=1)(C1C=CC=CC=1)C1C=CC=CC=1>[CH3:44][O:43][C:40]1[C:39]([CH3:45])=[CH:38][N:37]=[C:36]([CH2:35][N:33]2[N:34]=[C:9]3[CH:8]=[C:7]([C:52]4[CH:53]=[N:48][CH:49]=[N:50][CH:51]=4)[C:16]4[CH2:15][S:14][N:13]=[C:12]([N:17]([C:25]([O:27][C:28]([CH3:30])([CH3:31])[CH3:29])=[O:26])[C:18]([O:20][C:21]([CH3:23])([CH3:24])[CH3:22])=[O:19])[C:11]([C:10]=43)=[N:32]2)[C:41]=1[CH3:42] |f:2.3.4,^1:75,89|. Procedure: 4-[Bis(tert-butoxycarbonyl)amino]-2-[(4-methoxy-3,5-dimethylpyridin-2-yl)methyl]-2,7-dihydro-6-thia-1,2,3,5-tetraazabenzo[cd]azulen-8-yl trifluoromethanesulfonate (50 mg) was dissolved in 1,4-dioxane (4 ml). Pyrimidine-5-boronic acid (13 mg), a 2 N sodium carbonate solution (2 ml) and bis(triphenylphosphine)palladium (II) dichloride (5 mg) were added and the mixture was stirred at 40° C. for two hours. Water was placed into the reaction solution, followed by extraction with ethyl acetate. The re... The reactants are O=C([O-])[O-], CI, CN(C)C=O, Cc1ccc(Cl)c(O)c1, [K+], [K+]. Yields the product COc1cc(C)ccc1Cl. RXN SMILES: [C:10](=[O:11])([O-:12])[O-:13].[CH3:16][I:17].[CH3:18][N:19]([CH3:20])[CH:21]=[O:22].[Cl:1][c:2]1[c:3]([OH:9])[cH:4][c:5]([CH3:8])[cH:6][cH:7]1.[K+:14].[K+:15]>>[Cl:1][c:2]1[c:3]([O:9][CH3:10])[cH:4][c:5]([CH3:8])[cH:6][cH:7]1. Starting materials: [BH4-].[Na+] (Sodium borohydride), OC(CN1N=CN=C1)(C(C(C(F)(F)F)(F)F)=O)C1=CC=C(C=C1)F (2-Hydroxy-2-(4-fluorophenyl)-4,4,5,5,5-pentafluoro-1-(1H-1,2,4-triazol-1-yl)pentan-3-one), Cl (Hydrochloric acid). The solvent is C(C)(C)O (isopropyl alcohol). Reaction conditions: time 1 hour. Yields the product FC1=CC=C(C=C1)C(CN1N=CN=C1)(C(C(C(F)(F)F)(F)F)O)O (2-(4-fluorophenyl)-4,4,5,5,5-pentafluoro-1-(1H-1,2,4-triazol-1-yl)pentan-2,3-diol). Reaction SMILES: [OH:1][C:2]([C:18]1[CH:23]=[CH:22][C:21]([F:24])=[CH:20][CH:19]=1)([C:9](=[O:17])[C:10]([F:16])([F:15])[C:11]([F:14])([F:13])[F:12])[CH2:3][N:4]1[CH:8]=[N:7][CH:6]=[N:5]1.[BH4-].[Na+].Cl>C(O)(C)C>[F:24][C:21]1[CH:22]=[CH:23][C:18]([C:2]([OH:1])([CH:9]([OH:17])[C:10]([F:15])([F:16])[C:11]([F:14])([F:13])[F:12])[CH2:3][N:4]2[CH:8]=[N:7][CH:6]=[N:5]2)=[CH:19][CH:20]=1 |f:1.2|. Reported procedure: 2-Hydroxy-2-(4-fluorophenyl)-4,4,5,5,5-pentafluoro-1-(1H-1,2,4-triazol-1-yl)pentan-3-one (0.2 g., 0.00057M) was dissolved in isopropyl alcohol (10 ml.) and the resulting solution was cooled in ice. Sodium borohydride (0.2 g., 0.005M) was then added, and the mixture was stirred for 1 hour whilst being cooled in an ice bath. Hydrochloric acid (2N, 10 ml.) was then added. The isopropyl alcohol was evaporated, the remaining solution was treated with dilute aqueous sodium bicarbonate solution to neut...